This data is from the Open Reaction Database (ORD), a public repository of structured organic reaction records. The task is: describe an organic reaction: reactants, conditions, products, and yield The reactants are CC[O-].[Na+] (sodium ethylate), C(CCC)S (butanethiol), ClC1CCC(NCC1)=O (5-chloro-azacycloheptan-2-one). The solvent is C(C)O (ethanol). Yields the product C(CCC)SC1CCC(NCC1)=O (5-(butylthio)-azacycloheptan-2-one). As a reaction SMILES: CC[O-].[Na+].[CH2:5]([SH:9])[CH2:6][CH2:7][CH3:8].Cl[CH:11]1[CH2:17][CH2:16][NH:15][C:14](=[O:18])[CH2:13][CH2:12]1>C(O)C>[CH2:5]([S:9][CH:11]1[CH2:17][CH2:16][NH:15][C:14](=[O:18])[CH2:13][CH2:12]1)[CH2:6][CH2:7][CH3:8] |f:0.1|. Reported procedure: 6.8 g (0.1 mol) of sodium ethylate and 9 g (0.1 mol) of butanethiol are initially introduced into 100 ml of ethanol, and 14.8 g (0.1 mol) of 5-chloro-azacycloheptan-2-one are added at room temperature. After the mixture has been boiled under reflux for 10 hours, the precipitated sodium chloride is filtered off under suction, the mother liquor is evaporated down in vacuo and the residue is distilled. The reactants are NC1=C(C(=O)O)C(=CC=C1)[N+](=O)[O-] (2-amino-6-nitro-benzoic acid), C1=CC=CC1 (cyclopentadiene), N(=O)OCCCC (butyl nitrite). Solvent: CC(=O)C (acetone), ClCCl (dichloromethane). The product is [N+](=O)([O-])C1=C2C3C=CC(C2=CC=C1)C3 (5-nitro-1,4-dihydro-1,4-methano-naphthalene). The yield is 58.3%. RXN SMILES: N(O[CH2:4][CH2:5][CH2:6][CH3:7])=O.N[C:9]1[CH:17]=[CH:16][CH:15]=[C:14]([N+:18]([O-:20])=[O:19])[C:10]=1[C:11](O)=O.C1CC=CC=1>ClCCl.CC(C)=O>[N+:18]([C:14]1[CH:15]=[CH:16][CH:17]=[C:9]2[C:10]=1[CH:11]1[CH2:7][CH:6]2[CH:5]=[CH:4]1)([O-:20])=[O:19]. Procedure details: In a three necked flask equipped with thermometer, dropping funnel and cooler with a bubbler, tertio-butyl nitrite (5.77 ml, 1.77 eq, 48.6 mmol) is dissolved in dichloromethane (30 ml) and heated to reflux while a solution of cold 2-amino-6-nitro-benzoic acid (5 g, 1 eq, 27.5 mmol) and cyclopentadiene (40.7 ml, 18 eq, 0.49 mol) in acetone (20 ml) is added dropwise. Care should be taken regarding gas evolution. After refluxing for 18 hours, the reaction is cooled down to ambient temperature befor... The product is ClC1=C(C=C(C(CN2C(=NC3=C2C=CC=C3)C=3C(=NON3)N)=O)C=C1)[N+](=O)[O-] (4-[1-(4-Chloro-3-nitrophenacyl)-1H-benzimidazol-2-yl]-furazan-3-ylamine). Reaction conditions: time 16 hour. The solvent is CN(C)C=O (DMF), C(C)(=O)OCC (ethyl acetate). Reaction SMILES: [NH:1]1[C:5]2[CH:6]=[CH:7][CH:8]=[CH:9][C:4]=2[N:3]=[C:2]1[C:10]1[C:11]([NH2:15])=[N:12][O:13][N:14]=1.C(=O)([O-])[O-].[K+].[K+].[Cl:22][C:23]1[CH:32]=[CH:31][C:26]([C:27](=[O:30])[CH2:28]Br)=[CH:25][C:24]=1[N+:33]([O-:35])=[O:34]>CN(C=O)C.C(OCC)(=O)C>[Cl:22][C:23]1[CH:32]=[CH:31][C:26]([C:27](=[O:30])[CH2:28][N:3]2[C:4]3[CH:9]=[CH:8][CH:7]=[CH:6][C:5]=3[N:1]=[C:2]2[C:10]2[C:11]([NH2:15])=[N:12][O:13][N:14]=2)=[CH:25][C:24]=1[N+:33]([O-:35])=[O:34] |f:1.2.3|. Reactants: N1C(=NC2=C1C=CC=C2)C=2C(=NON2)N (4-(1H-benzimidazol-2-yl)-furazan-3-ylamine), C([O-])([O-])=O.[K+].[K+] (potassium carbonate), ClC1=C(C=C(C(CBr)=O)C=C1)[N+](=O)[O-] (4-chloro-3-nitrophenacyl bromide). Procedure details: A suspension of 4-(1H-benzimidazol-2-yl)-furazan-3-ylamine (0.228 g, 1.14 mmol), potassium carbonate (0.40 g, 2.85 mmol) and 4-chloro-3-nitrophenacyl bromide (0.35 g, 1.25 mmol) in DMF (5 ml) is stirred at room temperature for 16 hours. The reaction mixture is diluted with ethyl acetate, washed with water and dried over sodium sulphate. Filtration of the sodium sulphate, concentration of the filtrate under reduced pressure and chromatography of the residue on silicagel using hexane-ethyl acetate... Starting materials: CCO, c1ccc2[nH]c(C3CCNCC3)nc2c1, CC(=O)N1CCc2c(c(-c3ccc(C(F)(F)F)cc3)nn2CC2CO2)C1. Yields the product CC(=O)N1CCc2c(c(-c3ccc(C(F)(F)F)cc3)nn2CC(O)CN2CCC(c3nc4ccccc4[nH]3)CC2)C1. As a reaction SMILES: [CH3:42][CH2:43][OH:44].[NH:1]1[CH2:2][CH2:3][CH:4]([c:7]2[n:8][c:9]3[c:10]([nH:11]2)[cH:12][cH:13][cH:14][cH:15]3)[CH2:5][CH2:6]1.[O:16]1[CH:17]([CH2:19][n:20]2[n:21][c:22](-[c:32]3[cH:33][cH:34][c:35]([C:38]([F:39])([F:40])[F:41])[cH:36][cH:37]3)[c:23]3[c:28]2[CH2:27][CH2:26][N:25]([C:29]([CH3:30])=[O:31])[CH2:24]3)[CH2:18]1>>[N:1]1([CH2:18][CH:17]([OH:16])[CH2:19][n:20]2[n:21][c:22](-[c:32]3[cH:33][cH:34][c:35]([C:38]([F:39])([F:40])[F:41])[cH:36][cH:37]3)[c:23]3[c:28]2[CH2:27][CH2:26][N:25]([C:29]([CH3:30])=[O:31])[CH2:24]3)[CH2:2][CH2:3][CH:4]([c:7]2[n:8][c:9]3[c:10]([nH:11]2)[cH:12][cH:13][cH:14][cH:15]3)[CH2:5][CH2:6]1. Reactants: CSC1=CC=C(C=O)C=C1 (4-methylsulfanyl-benzaldehyde), C(C)(=O)[O-].[NH4+] (ammonium acetate), [N+](=O)([O-])CC (nitroethane). Product: CSC1=CC=C(C=C1)C=C(C)[N+](=O)[O-] (1-Methylsulfanyl-4-(2-nitro-propenyl)-benzene). Reaction SMILES: [CH3:1][S:2][C:3]1[CH:10]=[CH:9][C:6]([CH:7]=O)=[CH:5][CH:4]=1.C([O-])(=O)C.[NH4+].[N+:16]([CH2:19][CH3:20])([O-:18])=[O:17]>>[CH3:1][S:2][C:3]1[CH:10]=[CH:9][C:6]([CH:7]=[C:19]([N+:16]([O-:18])=[O:17])[CH3:20])=[CH:5][CH:4]=1 |f:1.2|. Procedure: A stirred solution of 4-methylsulfanyl-benzaldehyde (5.0 g, 28.8 mmol) and ammonium acetate (0.666 g, 8.6 mmol) in nitroethane (17 ml, 236 mmol) is heated at reflux for 5 hours. The solvent is removed and the residue is dissolved in CHCl3 (100 ml) and washed with water (100 ml) followed by brine (100 ml). After drying (MgSO4) the solvent is removed to give the title compound as a yellow solid which is used crude in the next step. The reactants are [H-].[Na+] (sodium hydride), BrCCCC(=O)OCC (ethyl 4-bromobutyrate), OC=1C=C(C=CC1)C=1C=C(C(NC1C)=O)C#N (5-(3-hydroxyphenyl)6-methyl-2-oxo-1,2-dihydro-3-pyridinecarbonitrile). Run in CN(C)C=O (DMF), CN(C)C=O (DMF). Conditions: time 30 minute. Product: C(=O)(OCC)C=1C(=C(C=CC1)C=1CC(C(NC1C)=O)C#N)OCCC (5-(3-carboethoxy-propyloxyphenyl)-6-methyl-2-oxo-1,3-dihydro-3-pyridinecarbonitrile). The yield is 116.8%. Reaction SMILES: [H-].[Na+].O[C:4]1[CH:5]=[C:6]([C:10]2[CH:11]=[C:12]([C:18]#[N:19])[C:13](=[O:17])[NH:14][C:15]=2[CH3:16])[CH:7]=[CH:8][CH:9]=1.BrCCC[C:24]([O:26][CH2:27][CH3:28])=[O:25]>CN(C=O)C>[C:24]([C:4]1[C:5]([O:17][CH2:13][CH2:12][CH3:11])=[C:6]([C:10]2[CH2:11][CH:12]([C:18]#[N:19])[C:13](=[O:17])[NH:14][C:15]=2[CH3:16])[CH:7]=[CH:8][CH:9]=1)([O:26][CH2:27][CH3:28])=[O:25] |f:0.1|. Procedure: A dispersion of 337 mg (14.0 mmol) of 60% sodium hydride in mineral oil and 5 ml of DMF is treated, dropwise, with a solution of 1.60 g (7.0 mmol) of 5-(3-hydroxyphenyl)6-methyl-2-oxo-1,2-dihydro-3-pyridinecarbonitrile. The reaction is stirred 30 min at RT, then cooled in an ice bath and 1.36 g (7.0 mmol) of ethyl 4-bromobutyrate in 5 ml of DMF is added dropwise. The reaction is allowed to slowly come to RT and stirred over night. The mixture is concentrated under vacuum, the residue is taken up... The reactants are Cl (HCl), FC1=C(C(=C2CCC(OC2=C1F)CCCCC)I)OCOC (7,8-difluoro-5-iodo-6-methoxymethoxy-2-pentylchroman). The solvent is C1CCOC1 (THF), CC(C)(C)OC (MTBE). Run at time 17 hour. Product: FC1=C(C(=C2CCC(OC2=C1F)CCCCC)I)O (7,8-difluoro-5-iodo-2-pentylchroman-6-ol). As a reaction SMILES: Cl.[F:2][C:3]1[C:12]([F:13])=[C:11]2[C:6]([CH2:7][CH2:8][CH:9]([CH2:14][CH2:15][CH2:16][CH2:17][CH3:18])[O:10]2)=[C:5]([I:19])[C:4]=1[O:20]COC>C1COCC1.CC(OC)(C)C>[F:2][C:3]1[C:12]([F:13])=[C:11]2[C:6]([CH2:7][CH2:8][CH:9]([CH2:14][CH2:15][CH2:16][CH2:17][CH3:18])[O:10]2)=[C:5]([I:19])[C:4]=1[OH:20]. Reported procedure: 9.2 ml of conc. HCl are added to a solution of 21.4 g (50.2 mmol) of 7,8-difluoro-5-iodo-6-methoxymethoxy-2-pentylchroman in 90 ml of THF, and the mixture is stirred at room temperature for 17 h. The batch is diluted with MTBE, and the solution is washed with water. The aqueous phase is extracted with MTBE, and the combined organic phases are washed with water and sat. sodium chloride soln. The solution is dried using sodium sulfate and concentrated to dryness. The crude product is purified by c... The product is CCOC(=O)C(=Cc1ccc(OCc2ccccc2)cc1OC)C(C)=O. Starting materials: CCOC(=O)CC(C)=O, COc1cc(OCc2ccccc2)ccc1C=O, C1CCNCC1, CC(=O)O, Cc1ccccc1. As a reaction SMILES: [C:19]([CH2:20][C:21](=[O:22])[CH3:23])(=[O:24])[O:25][CH2:26][CH3:27].[CH2:1]([c:2]1[cH:3][cH:4][cH:5][cH:6][cH:7]1)[O:8][c:9]1[cH:10][c:11]([O:17][CH3:18])[c:12]([CH:13]=[O:14])[cH:15][cH:16]1.[CH2:32]1[CH2:33][CH2:34][NH:35][CH2:36][CH2:37]1.[CH3:28][C:29](=[O:30])[OH:31].[CH3:38][c:39]1[cH:40][cH:41][cH:42][cH:43][cH:44]1>>[CH2:1]([c:2]1[cH:3][cH:4][cH:5][cH:6][cH:7]1)[O:8][c:9]1[cH:10][c:11]([O:17][CH3:18])[c:12]([CH:13]=[C:20]([C:19](=[O:24])[O:25][CH2:26][CH3:27])[C:21](=[O:22])[CH3:23])[cH:15][cH:16]1. Reaction SMILES: [C:18](=[O:19])([OH:20])[O-:21].[Cl:29][CH2:30][C:31](=[O:32])[Cl:33].[Na+:22].[O:1]1[CH:2]([CH2:6][NH:7][c:8]2[c:9]([CH2:16][CH3:17])[cH:10][cH:11][cH:12][c:13]2[CH2:14][CH3:15])[O:3][CH2:4][CH2:5]1.[O:23]1[CH2:24][CH2:25][O:26][CH2:27][CH2:28]1.[OH2:34]>>[O:1]1[CH:2]([CH2:6][N:7]([c:8]2[c:9]([CH2:16][CH3:17])[cH:10][cH:11][cH:12][c:13]2[CH2:14][CH3:15])[C:31]([CH2:30][Cl:29])=[O:32])[O:3][CH2:4][CH2:5]1. Product: CCc1cccc(CC)c1N(CC1OCCO1)C(=O)CCl. Starting materials: O=C([O-])O, O=C(Cl)CCl, [Na+], CCc1cccc(CC)c1NCC1OCCO1, C1COCCO1, O. Reactants: C(C1=CC=CC=C1)SC[C@@H](O)C=1C(=NOC1C1=CC=C(C=C1)Br)C ((S)-2-benzylsulfanyl-1-[5-(4-bromo-phenyl)-3-methyl-isoxazol-4-yl]-ethanol), C(C)OC(=O)CCC1=CC=C(C=C1)B(O)O ([4-(2-ethoxycarbonylethyl)phenyl]boronic acid). The product is C(C)OC(CCC1=CC=C(C=C1)C1=CC=C(C=C1)C1=C(C(=NO1)C)[C@@H](CSCC1=CC=CC=C1)O)=O (3-{4′-[4-((S)-2-Benzylsulfanyl-1-hydroxy-ethyl)-3-methyl-isoxazol-5-yl]-biphenyl-4-yl}-propionic acid ethyl ester). As a reaction SMILES: [CH2:1]([S:8][CH2:9][C@H:10]([C:12]1[C:13]([CH3:24])=[N:14][O:15][C:16]=1[C:17]1[CH:22]=[CH:21][C:20](Br)=[CH:19][CH:18]=1)[OH:11])[C:2]1[CH:7]=[CH:6][CH:5]=[CH:4][CH:3]=1.[CH2:25]([O:27][C:28]([CH2:30][CH2:31][C:32]1[CH:37]=[CH:36][C:35](B(O)O)=[CH:34][CH:33]=1)=[O:29])[CH3:26]>>[CH2:25]([O:27][C:28](=[O:29])[CH2:30][CH2:31][C:32]1[CH:37]=[CH:36][C:35]([C:20]2[CH:21]=[CH:22][C:17]([C:16]3[O:15][N:14]=[C:13]([CH3:24])[C:12]=3[C@H:10]([OH:11])[CH2:9][S:8][CH2:1][C:2]3[CH:7]=[CH:6][CH:5]=[CH:4][CH:3]=3)=[CH:18][CH:19]=2)=[CH:34][CH:33]=1)[CH3:26]. Procedure: Prepared according to the procedure described in Example 1, Step 7, using (S)-2-benzylsulfanyl-1-[5-(4-bromo-phenyl)-3-methyl-isoxazol-4-yl]-ethanol and [4-(2-ethoxycarbonylethyl)phenyl]boronic acid.